Task: describe an organic reaction: reactants, conditions, products, and yield. Dataset: the Open Reaction Database (ORD), a public repository of structured organic reaction records Starting materials: CO, CCO, COc1cccc(C(=O)O)c1[N+](=O)[O-], CN(C)C=O, O. Yields the product COC(=O)c1cccc(OC)c1[N+](=O)[O-]. As a reaction SMILES: [CH3:15][OH:16].[CH3:18][CH2:19][OH:20].[CH3:1][O:2][c:3]1[c:4]([N+:12](=[O:13])[O-:14])[c:5]([C:6](=[O:7])[OH:8])[cH:9][cH:10][cH:11]1.[O:21]=[CH:22][N:23]([CH3:24])[CH3:25].[OH2:17]>>[CH3:1][O:2][c:3]1[c:4]([N+:12](=[O:13])[O-:14])[c:5]([C:6]([O:7][CH3:18])=[O:8])[cH:9][cH:10][cH:11]1. Starting materials: ClC1=C(C=CC=C1)C1CC(C=C(C1)NNS(=O)(=O)C1=CC=C(C=C1)C)=O (5-(2-chlorophenyl)-1-[2-(4-methylphenylsulfonyl)hydrazino]cyclohexen-3-one), BrCC(=O)C1=CC=C(C=C1)Cl (2-bromo-4′-chloroacetophenone), C([O-])([O-])=O.[K+].[K+] (potassium carbonate). Solvent: C(C)O (ethanol). Product: ClC1=C(C=CC=C1)C1CC(C=2C(=CN=NC2C1)C1=CC=C(C=C1)Cl)=O (7-(2-chlorophenyl)-4-(4-chlorophenyl)-5,6,7,8-tetrahydrocinnolin-5-one). Yield: 10.6%. Reaction SMILES: [Cl:1][C:2]1[CH:7]=[CH:6][CH:5]=[CH:4][C:3]=1[CH:8]1[CH2:13][C:12]([NH:14][NH:15]S(C2C=CC(C)=CC=2)(=O)=O)=[CH:11][C:10](=[O:26])[CH2:9]1.Br[CH2:28][C:29]([C:31]1[CH:36]=[CH:35][C:34]([Cl:37])=[CH:33][CH:32]=1)=O.C(=O)([O-])[O-].[K+].[K+]>C(O)C>[Cl:1][C:2]1[CH:7]=[CH:6][CH:5]=[CH:4][C:3]=1[CH:8]1[CH2:13][C:12]2[N:14]=[N:15][CH:28]=[C:29]([C:31]3[CH:36]=[CH:35][C:34]([Cl:37])=[CH:33][CH:32]=3)[C:11]=2[C:10](=[O:26])[CH2:9]1 |f:2.3.4|. Procedure details: A mixture of 5-(2-chlorophenyl)-1-[2-(4-methylphenylsulfonyl)hydrazino]cyclohexen-3-one (2.0 g), 2-bromo-4′-chloroacetophenone (1.6 g), anhydrous potassium carbonate (1.8 g) and ethanol (50 ml) was refluxed for 13 hours. Under reduced pressure, the solvent was evaporated, and the residue was extracted with ethyl acetate. The organic layer was concentrated, and the residue was purified with silica gel column chromatography. The resulting crystals were recrystallized from ethyl acetate-hexane to g... Reactants: N1=C(N=CC=C1)CC(=O)O (pyrimidin-2-yl-acetic acid), C(C1=CC=CC=C1)[C@H]1CN(CCN1)C1=CC(=C(C=C1)OC)OC(C)C (3(S)-benzyl-1-(3-isopropoxy-4-methoxy-phenyl)-piperazine), C(C1=CC=CC=C1)[C@H]1CN(CCN1)C1=CC(=C(C=C1)OC)OC(C)C (3(S)-benzyl-1-(3-isopropoxy-4-methoxy-phenyl)-piperazine). Product: C(C1=CC=CC=C1)[C@@H]1N(CCN(C1)C1=CC(=C(C=C1)OC)OC(C)C)C(CC1=NC=CC=N1)=O ((S)-1-(2-benzyl-4-(3-isopropoxy-4-methoxyphenyl)piperazin-1-yl)-2-(pyrimidin-2-yl)ethanone). RXN SMILES: [N:1]1[CH:6]=[CH:5][CH:4]=[N:3][C:2]=1[CH2:7][C:8]([OH:10])=O.[CH2:11]([C@@H:18]1[NH:23][CH2:22][CH2:21][N:20]([C:24]2[CH:29]=[CH:28][C:27]([O:30][CH3:31])=[C:26]([O:32][CH:33]([CH3:35])[CH3:34])[CH:25]=2)[CH2:19]1)[C:12]1[CH:17]=[CH:16][CH:15]=[CH:14][CH:13]=1>>[CH2:11]([C@H:18]1[CH2:19][N:20]([C:24]2[CH:29]=[CH:28][C:27]([O:30][CH3:31])=[C:26]([O:32][CH:33]([CH3:35])[CH3:34])[CH:25]=2)[CH2:21][CH2:22][N:23]1[C:8](=[O:10])[CH2:7][C:2]1[N:1]=[CH:6][CH:5]=[CH:4][N:3]=1)[C:12]1[CH:13]=[CH:14][CH:15]=[CH:16][CH:17]=1. Procedure details: Prepared by the method outlined for Example 189 using pyrimidin-2-yl-acetic acid and 3 (S)-benz yl-1-(3-(1-methylethoxy)-4-methoxy-phenyl)-piperazine (Example 9, Compound 97) as starting materials. Product as an oil. LC/MS (Method B) 2.67 min, [M+1]+ 461. Potency class B.